Dataset: the Open Reaction Database (ORD), a public repository of structured organic reaction records. Task: describe an organic reaction: reactants, conditions, products, and yield The reactants are Cl[C@@H]1[C@@H]2[C@H]3CCC(C=C3CC[C@H]2[C@@H]2[C@H](CC([C@@]2(CC)C1)=O)O)=O (11β-chloro-15α-hydroxy-18-methyl-4-estrene-3,17-dione), C(C)(=O)OC(C)=O (acetic anhydride), ice water, Cl (hydrochloric-acid). Run in N1=CC=CC=C1 (pyridine). Reaction conditions: time 18 hour. The product is C(C)(=O)O[C@H]1CC([C@]2(CC)[C@@H]1[C@@H]1CCC3=CC(CC[C@@H]3[C@H]1[C@@H](C2)Cl)=O)=O (15α-acetoxy-11α-chloro-18-methyl-4-estrene-3,17-dione). As a reaction SMILES: [Cl:1][C@H:2]1[CH2:20][C@@:17]2([CH2:18][CH3:19])[C@@H:13]([C@@H:14]([OH:22])[CH2:15][C:16]2=[O:21])[C@H:12]2[C@H:3]1[C@@H:4]1[C:9]([CH2:10][CH2:11]2)=[CH:8][C:7](=[O:23])[CH2:6][CH2:5]1.[C:24](OC(=O)C)(=[O:26])[CH3:25].Cl>N1C=CC=CC=1>[C:24]([O:22][C@@H:14]1[C@H:13]2[C@H:12]3[C@H:3]([C@H:2]([Cl:1])[CH2:20][C@:17]2([CH2:18][CH3:19])[C:16](=[O:21])[CH2:15]1)[C@@H:4]1[C:9](=[CH:8][C:7](=[O:23])[CH2:6][CH2:5]1)[CH2:10][CH2:11]3)(=[O:26])[CH3:25]. Reported procedure: 1.6 g of 11β-chloro-15α-hydroxy-18-methyl-4-estrene-3,17-dione in 5 ml of pyridine is stirred at room temperature under argon with 1.2 ml of acetic anhydride. After 18 hours, the solution is introduced into hydrochloric-acid-containing ice/water. The thus-precipitated product is vacuum-filtered, dissolved in ethyl acetate, and washed with water. Recrystallization of the crude product from isopropyl ether yields 1.0 g of 15α-acetoxy-11α-chloro-18-methyl-4-estrene-3,17-dione, mp 125.0° C. The reactants are FC=1C=C(C=CC1[N+](=O)[O-])O (3-fluoro-4-nitrophenol), IC(C)C (2-iodopropane), C([O-])([O-])=O.[K+].[K+] (potassium carbonate). The solvent is CC(=O)C (acetone). The product is C(C)(C)OC1=CC(=C(C=C1)[N+](=O)[O-])F (4-isopropoxy-2-fluoronitrobenzene). Isolated yield 95.6%. As a reaction SMILES: [F:1][C:2]1[CH:3]=[C:4]([OH:11])[CH:5]=[CH:6][C:7]=1[N+:8]([O-:10])=[O:9].I[CH:13]([CH3:15])[CH3:14].C(=O)([O-])[O-].[K+].[K+]>CC(C)=O>[CH:13]([O:11][C:4]1[CH:5]=[CH:6][C:7]([N+:8]([O-:10])=[O:9])=[C:2]([F:1])[CH:3]=1)([CH3:15])[CH3:14] |f:2.3.4|. Reported procedure: By the method of Example 3, Step A, 23.15 g (0.147 mole) of 3-fluoro-4-nitrophenol and 29.92 g (0.175 mole) of 2-iodopropane were reacted in the presence of 20.73 g (0.150 mole) of anhydrous potassium carbonate in 450 mL of acetone, yielding 28.0 g of 4-isopropoxy-2-fluoronitrobenzene as an oil. The NMR was consistent with the proposed structure. Starting materials: Cn1c(=O)c(C(=O)NCC(=O)OC(C)(C)C)c(O)c2ccc(-c3cccc(C#N)c3)cc21, ClCCl, O, O=C(O)C(F)(F)F. Product: Cn1c(=O)c(C(=O)NCC(=O)O)c(O)c2ccc(-c3cccc(C#N)c3)cc21. As a reaction SMILES: [C:8](#[N:9])[c:10]1[cH:11][c:12](-[c:16]2[cH:17][cH:18][c:19]3[c:20]([OH:39])[c:21]([C:28](=[O:29])[NH:30][CH2:31][C:32](=[O:33])[O:34][C:35]([CH3:36])([CH3:37])[CH3:38])[c:22](=[O:27])[n:23]([CH3:26])[c:24]3[cH:25]2)[cH:13][cH:14][cH:15]1.[Cl:41][CH2:42][Cl:43].[OH2:40].[OH:1][C:2]([C:3]([F:4])([F:5])[F:6])=[O:7]>>[C:8](#[N:9])[c:10]1[cH:11][c:12](-[c:16]2[cH:17][cH:18][c:19]3[c:20]([OH:39])[c:21]([C:28](=[O:29])[NH:30][CH2:31][C:32](=[O:33])[OH:34])[c:22](=[O:27])[n:23]([CH3:26])[c:24]3[cH:25]2)[cH:13][cH:14][cH:15]1. The reactants are NC=1SC=C(N1)/C(/C(=O)NC1C(N(C1(C)C)OS(=O)(=O)O)=O)=N/OC(C(=O)OC(C1=CC=CC=C1)C1=CC=CC=C1)=C ((±)-(Z)-2-[[[1-(2-amino-4-thiazolyl)-2-[[4,4-dimethyl-2-oxo-1-(sulfooxy)-3-azetidinyl]amino]-2-oxoethylidene]amino]oxy]-2-propenoic acid, diphenylmethyl ester), FC(C(=O)O)(F)F (trifluoroacetic acid), C(Cl)Cl (methylene chloride), C1(=CC=CC=C1)OC (anisole). The solvent is C1(=CC=CC=C1)C (Toluene). Conditions: temperature -5 celsius, time 45 minute. Product: NC=1SC=C(N1)/C(/C(=O)NC1C(N(C1(C)C)OS(=O)(=O)O)=O)=N/OC(C(=O)O)=C ((±)-(Z)-2-[[[1-(2-Amino-4-thiazolyl)-2-[[4,4-dimethyl-2-oxo-1-(sulfooxy)-3-azetidinyl]amino]-2-oxoethylidene]amino]oxy]-2-propenoic acid). RXN SMILES: [NH2:1][C:2]1[S:3][CH:4]=[C:5](/[C:7](=[N:23]/[O:24][C:25](=[CH2:42])[C:26]([O:28]C(C2C=CC=CC=2)C2C=CC=CC=2)=[O:27])/[C:8]([NH:10][CH:11]2[C:14]([CH3:16])([CH3:15])[N:13]([O:17][S:18]([OH:21])(=[O:20])=[O:19])[C:12]2=[O:22])=[O:9])[N:6]=1.C(Cl)Cl.C1(OC)C=CC=CC=1.FC(F)(F)C(O)=O>C1(C)C=CC=CC=1>[NH2:1][C:2]1[S:3][CH:4]=[C:5](/[C:7](=[N:23]/[O:24][C:25](=[CH2:42])[C:26]([OH:28])=[O:27])/[C:8]([NH:10][CH:11]2[C:14]([CH3:15])([CH3:16])[N:13]([O:17][S:18]([OH:21])(=[O:19])=[O:20])[C:12]2=[O:22])=[O:9])[N:6]=1. Procedure details: To the flask containing (±)-(Z)-2-[[[1-(2-amino-4-thiazolyl)-2-[[4,4-dimethyl-2-oxo-1-(sulfooxy)-3-azetidinyl]amino]-2-oxoethylidene]amino]oxy]-2-propenoic acid, diphenylmethyl ester was added methylene chloride (10 ml) and anisole (10 ml). After cooling to -5° C., trifluoroacetic acid (8 ml) was added and the reaction mixture was stirred at -5 to 0° C. under argon for 45 minutes. Toluene was added, and the reaction mixture was evaporated to a residue. Water and hexane were added to the residue ... The product is CC1C(CN(CC1)C(=O)OCC)=O (Ethyl 4-methyl-3-oxopiperidine-1-carboxylate). As a reaction SMILES: [CH2:1]1O[C:4]([N:8]2[CH2:13][CH2:12][CH:11]([CH3:14])[C:10](=[O:15])[CH2:9]2)([O:5]CC)[O:3][CH2:2]1.Cl>O1CCCC1>[CH3:14][CH:11]1[CH2:12][CH2:13][N:8]([C:4]([O:3][CH2:2][CH3:1])=[O:5])[CH2:9][C:10]1=[O:15]. Run at time 16 hour. Starting materials: C1COC(OCC)(N2CC(C(CC2)C)=O)O1 (ethyl 4-methyl-3-oxopiperidine-1-carboxylate ethylene ketal), Cl (hydrochloric acid). The yield is 80.5%. Solvent: O1CCCC1 (tetrahydrofurane). Procedure: To a solution of ethyl 4-methyl-3-oxopiperidine-1-carboxylate ethylene ketal (94 g, 0.41 mol) in tetrahydrofurane (200 ml) was added concentrated hydrochloric acid (200 ml), and the mixture was stirred for 16 hours at room temperature. Most of the tetrahydrofurane was evaporated in vacuo, and the residue was extracted with dichloromethane (3×200 ml). The organic phase was washed with saturated brine (2×150 ml), dried over magnesium sulphate and evaporated in vacuo to yield oily title product (60... The reactants are SC1=C(C=CC=C1)O (2-mercaptophenol), C(C1=CC=CC=C1)Br (benzyl bromide), 16p. Yields the product C(C1=CC=CC=C1)SC1=C(C=CC=C1)O (2-(benzylthio)phenol). Isolated yield 78.0%. RXN SMILES: [SH:1][C:2]1[CH:7]=[CH:6][CH:5]=[CH:4][C:3]=1[OH:8].[CH2:9](Br)[C:10]1[CH:15]=[CH:14][CH:13]=[CH:12][CH:11]=1>>[CH2:9]([S:1][C:2]1[CH:7]=[CH:6][CH:5]=[CH:4][C:3]=1[OH:8])[C:10]1[CH:15]=[CH:14][CH:13]=[CH:12][CH:11]=1. Reported procedure: This compound was prepared in 78% yield from 2-mercaptophenol and benzyl bromide according to the procedure for 16p in Example VII. Pale Oil; 1H NMR (CDCl3): δ 3.87 (s, 2H), 6.56 (s, 1H), 6.83 (t, J=7.30 Hz, 1H), 6.95 (d, J=8.00 Hz, 1H), 7.10 (m, 2H), 7.26-7.29 (m, 5H); 13C NMR (CDCl3): δ 41.49, 114.84, 118.29, 120.75, 127.24, 127.55, 128.66, 128.90, 129.05, 131.53, 136.54, 137.69, 157.24.